From a dataset of the Open Reaction Database (ORD), a public repository of structured organic reaction records. describe an organic reaction: reactants, conditions, products, and yield The product is N#CCCCCn1c(=O)c2ccccc2n(CCCCN2CCC(OC(c3ccccc3)c3ccccc3)CC2)c1=O. The reactants are N#CCCCCBr, O=c1[nH]c(=O)n(CCCCN2CCC(OC(c3ccccc3)c3ccccc3)CC2)c2ccccc12. RXN SMILES: [Br:1][CH2:2][CH2:3][CH2:4][CH2:5][C:6]#[N:7].[O:8]=[c:9]1[n:10]([CH2:20][CH2:21][CH2:22][CH2:23][N:24]2[CH2:25][CH2:26][CH:27]([O:30][CH:31]([c:32]3[cH:33][cH:34][cH:35][cH:36][cH:37]3)[c:38]3[cH:39][cH:40][cH:41][cH:42][cH:43]3)[CH2:28][CH2:29]2)[c:11]2[cH:12][cH:13][cH:14][cH:15][c:16]2[c:17](=[O:19])[nH:18]1>>[CH2:2]([CH2:3][CH2:4][CH2:5][C:6]#[N:7])[n:18]1[c:9](=[O:8])[n:10]([CH2:20][CH2:21][CH2:22][CH2:23][N:24]2[CH2:25][CH2:26][CH:27]([O:30][CH:31]([c:32]3[cH:33][cH:34][cH:35][cH:36][cH:37]3)[c:38]3[cH:39][cH:40][cH:41][cH:42][cH:43]3)[CH2:28][CH2:29]2)[c:11]2[cH:12][cH:13][cH:14][cH:15][c:16]2[c:17]1=[O:19]. Starting materials: CCOc1c(C(=O)OC)oc2c3ccccc3n(-c3ccccc3)c12, CC(=O)O, CO, [Na+], [OH-], O. The product is CCOc1c(C(=O)O)oc2c3ccccc3n(-c3ccccc3)c12. RXN SMILES: [CH3:1][O:2][C:3](=[O:4])[c:5]1[c:6]([O:23][CH2:24][CH3:25])[c:7]2[n:8](-[c:17]3[cH:18][cH:19][cH:20][cH:21][cH:22]3)[c:9]3[cH:10][cH:11][cH:12][cH:13][c:14]3[c:15]2[o:16]1.[CH3:28][C:29](=[O:30])[OH:31].[CH3:33][OH:34].[Na+:27].[OH-:26].[OH2:32]>>[O:2]=[C:3]([OH:4])[c:5]1[c:6]([O:23][CH2:24][CH3:25])[c:7]2[n:8](-[c:17]3[cH:18][cH:19][cH:20][cH:21][cH:22]3)[c:9]3[cH:10][cH:11][cH:12][cH:13][c:14]3[c:15]2[o:16]1. The reactants are O=C([O-])O, O=CNc1ncc(C(=O)C(=O)O)s1, Cl, [Na+], CON, O. Yields the product CON=C(C(=O)O)c1cnc(NC=O)s1. RXN SMILES: [C:18](=[O:19])([OH:20])[O-:21].[CH:1](=[O:2])[NH:3][c:4]1[s:5][c:6]([C:9]([C:10](=[O:11])[OH:12])=[O:13])[cH:7][n:8]1.[ClH:14].[Na+:22].[O:15]([CH3:16])[NH2:17].[OH2:23]>>[CH:1](=[O:2])[NH:3][c:4]1[s:5][c:6]([C:9]([C:10](=[O:11])[OH:12])=[N:17][O:15][CH3:16])[cH:7][n:8]1. Starting materials: C, CCO, CC(=O)Nc1cc([N+](=O)[O-])ccc1C, [Pd]. Product: CC(=O)Nc1cc(N)ccc1C. Reaction SMILES: [C:18].[CH3:15][CH2:16][OH:17].[CH3:1][c:2]1[c:3]([NH:11][C:12]([CH3:13])=[O:14])[cH:4][c:5]([N+:8]([O-:9])=[O:10])[cH:6][cH:7]1.[Pd:19]>>[CH3:1][c:2]1[c:3]([NH:11][C:12]([CH3:13])=[O:14])[cH:4][c:5]([NH2:8])[cH:6][cH:7]1. The reactants are C(#N)C1=CC(=NC(=N1)C)OC1=CC=C(C=C1)CS(=O)(=O)NC (1-[4-(6-cyano-2-methyl-pyrimidin-4-yl)oxyphenyl]-N-methyl-methanesulfonamide), [H][H] (hydrogen), CCO (EtOH), CCOC(=O)C (EtOAc). Reagents/catalysts: [Pd] (palladium). Solvent: C(C)N(CC)CC (triethylamine). The product is NCC1=CC(=NC(=N1)C)OC1=CC=C(C=C1)CS(=O)(=O)NC (1-[4-[6-(Aminomethyl)-2-methyl-pyrimidin-4-yl]oxyphenyl]-N-methyl-methanesulfonamide). Yield: 60.9%. RXN SMILES: [C:1]([C:3]1[N:8]=[C:7]([CH3:9])[N:6]=[C:5]([O:10][C:11]2[CH:16]=[CH:15][C:14]([CH2:17][S:18]([NH:21][CH3:22])(=[O:20])=[O:19])=[CH:13][CH:12]=2)[CH:4]=1)#[N:2].CCO.CCOC(C)=O.[H][H]>[Pd].C(N(CC)CC)C>[NH2:2][CH2:1][C:3]1[N:8]=[C:7]([CH3:9])[N:6]=[C:5]([O:10][C:11]2[CH:12]=[CH:13][C:14]([CH2:17][S:18]([NH:21][CH3:22])(=[O:20])=[O:19])=[CH:15][CH:16]=2)[CH:4]=1. Procedure: In a PARR reactor, combine palladium (3.6 g, 10% on charcoal, 1-[4-(6-cyano-2-methyl-pyrimidin-4-yl)oxyphenyl]-N-methyl-methanesulfonamide (18 g, 56.5 mmol), EtOH (270 mL), EtOAc (270 mL), and triethylamine (31.5 mL). Seal the PARR reactor and charge it with hydrogen (400 psi); then shake the reactor at room temperature overnight. Open the reactor and filter the contents through CELITE®; wash the CELITE® pad with EtOH (1000 mL); collect the filtrate; and evaporate the solvent to provide the titl...